From a dataset of the Open Reaction Database (ORD), a public repository of structured organic reaction records. describe an organic reaction: reactants, conditions, products, and yield Starting materials: C1(=CC=CC=C1)CCCC1CCNCC1 (4-(3-phenylpropyl)piperidine), C=CC(CCCCC)=O (1-octen-3-one). Solvent: C(C)O (ethanol). The product is C1(=CC=CC=C1)CCCC1CCN(CC1)CCC(CCCCC)=O (1-[4-(3-phenylpropyl)piperidin-1-yl]octan-3-one). Reaction SMILES: [C:1]1([CH2:7][CH2:8][CH2:9][CH:10]2[CH2:15][CH2:14][NH:13][CH2:12][CH2:11]2)[CH:6]=[CH:5][CH:4]=[CH:3][CH:2]=1.[CH2:16]=[CH:17][C:18](=[O:24])[CH2:19][CH2:20][CH2:21][CH2:22][CH3:23]>C(O)C>[C:1]1([CH2:7][CH2:8][CH2:9][CH:10]2[CH2:11][CH2:12][N:13]([CH2:16][CH2:17][C:18](=[O:24])[CH2:19][CH2:20][CH2:21][CH2:22][CH3:23])[CH2:14][CH2:15]2)[CH:6]=[CH:5][CH:4]=[CH:3][CH:2]=1. Reported procedure: 1 equivalent of 4-(3-phenylpropyl)piperidine was reacted with 1 equivalent of 1-octen-3-one in ethanol, at room temperature. The product was worked up and purified on a column of silica. The results of the NMR and mass spectrometry analyses were in accordance with the expected structure.